This data is from the Open Reaction Database (ORD), a public repository of structured organic reaction records. The task is: describe an organic reaction: reactants, conditions, products, and yield As a reaction SMILES: [CH3:1][O:2][C:3]([C:4]([c:5]1[cH:6][cH:7][c:8]([O:11][CH2:12][CH2:13][O:14][c:15]2[cH:16][c:17]([O:25][CH3:26])[c:18]([O:23][CH3:24])[c:19]([O:21][CH3:22])[cH:20]2)[cH:9][cH:10]1)=[O:27])=[O:28].[CH3:30][OH:31].[ClH:29].[Na+:33].[OH-:32]>>[O:2]=[C:3]([C:4]([c:5]1[cH:6][cH:7][c:8]([O:11][CH2:12][CH2:13][O:14][c:15]2[cH:16][c:17]([O:25][CH3:26])[c:18]([O:23][CH3:24])[c:19]([O:21][CH3:22])[cH:20]2)[cH:9][cH:10]1)=[O:27])[OH:28]. The reactants are COC(=O)C(=O)c1ccc(OCCOc2cc(OC)c(OC)c(OC)c2)cc1, CO, Cl, [Na+], [OH-]. Product: COc1cc(OCCOc2ccc(C(=O)C(=O)O)cc2)cc(OC)c1OC. The reactants are C(CCC)[Li] (n-butyllithium), BrC=1C=NC=C(C1)OC(C)C (3-bromo-5-isopropoxypyridine), C(C)(C)OB(OC(C)C)OC(C)C (triisopropylborate), C1CCOC1 (THF). The solvent is C1(=CC=CC=C1)C (toluene), C1(=CC=CC=C1)C (toluene). Reaction conditions: temperature -78 celsius, time 30 minute. The product is C(C)(C)OC=1C=C(C=NC1)B(O)O (5-Isopropoxy-3-pyridinylboronic acid). Reaction SMILES: C([Li])CCC.Br[C:7]1[CH:8]=[N:9][CH:10]=[C:11]([O:13][CH:14]([CH3:16])[CH3:15])[CH:12]=1.C1COCC1.C([O:25][B:26](OC(C)C)[O:27]C(C)C)(C)C>C1(C)C=CC=CC=1>[CH:14]([O:13][C:11]1[CH:12]=[C:7]([B:26]([OH:27])[OH:25])[CH:8]=[N:9][CH:10]=1)([CH3:16])[CH3:15]. Procedure details: To a stirred, −78° C. solution of 2.5 M n-butyllithium (44.0 mL, 110 mmol) in toluene (120 mL) was slowly added a solution of 3-bromo-5-isopropoxypyridine (21.6 g, 100 mmol) in toluene (40 mL) while maintaining the temperature below −50° C. After the addition was complete, the reaction was stirred at −78° C. for 30 min. Distilled THF (40 mL) was added, and the reaction stirred for 15 min at −78° C., followed by the addition of triisopropylborate (27.7 mL, 120 mmol) in one portion. After warming ... Reactants: CC1(C(NC2=CC(=C(C=C12)NC(C)=O)[N+](=O)[O-])=O)C (N-(3,3-dimethyl-6-nitro-2-oxo-2,3-dihydro-1H-indol-5-yl)-acetamide), crude material, ClCC=1C=C(C(=C(C1)F)OC(C)C)F (5-chloromethyl-1,3-difluoro-2-isopropoxy-benzene), C(=O)([O-])[O-].[K+].[K+] (K2CO3). Run in Cl (hydrochloric acid). Product: NC=1C=C2C(C(N(C2=CC1[N+](=O)[O-])CC1=CC(=C(C(=C1)F)OC(C)C)F)=O)(C)C (5-amino-1-(3,5-difluoro-4-isopropoxy-benzyl)-3,3-dimethyl-6-nitro-1,3-dihydro-indol-2-one). Yield: 76.4%. RXN SMILES: [CH3:1][C:2]1([CH3:19])[C:10]2[C:5](=[CH:6][C:7]([N+:15]([O-:17])=[O:16])=[C:8]([NH:11]C(=O)C)[CH:9]=2)[NH:4][C:3]1=[O:18].Cl[CH2:21][C:22]1[CH:23]=[C:24]([F:33])[C:25]([O:29][CH:30]([CH3:32])[CH3:31])=[C:26]([F:28])[CH:27]=1.C([O-])([O-])=O.[K+].[K+]>Cl>[NH2:11][C:8]1[CH:9]=[C:10]2[C:5](=[CH:6][C:7]=1[N+:15]([O-:17])=[O:16])[N:4]([CH2:21][C:22]1[CH:23]=[C:24]([F:33])[C:25]([O:29][CH:30]([CH3:31])[CH3:32])=[C:26]([F:28])[CH:27]=1)[C:3](=[O:18])[C:2]2([CH3:1])[CH3:19] |f:2.3.4|. Procedure: Analogously to general procedure (I) N-(3,3-dimethyl-6-nitro-2-oxo-2,3-dihydro-1H-indol-5-yl)-acetamide (0.17 g) is alkylated using 5-chloromethyl-1,3-difluoro-2-isopropoxy-benzene (0.15 g; 0.68 mmol) and K2CO3 (0.3 g; 2.16 mmol) at RT for 18 h. After aqueous work-up the crude material (0.27 g) is de-acetylated in hydrochloric acid (30 ml; 6 N) at reflux. After aqueous work-up 5-amino-1-(3,5-difluoro-4-isopropoxy-benzyl)-3,3-dimethyl-6-nitro-1,3-dihydro-indol-2-one (0.20 g) is obtained and used ...